Dataset: the Open Reaction Database (ORD), a public repository of structured organic reaction records. Task: describe an organic reaction: reactants, conditions, products, and yield Product: Cc1ccc(CBr)c(OS(C)(=O)=O)c1. The reactants are BrC(Br)(Br)Br, ClCCl, Cc1ccc(CO)c(OS(C)(=O)=O)c1, c1ccc(P(c2ccccc2)c2ccccc2)cc1. RXN SMILES: [Br:15][C:16]([Br:17])([Br:18])[Br:19].[Cl:39][CH2:40][Cl:41].[OH:1][CH2:2][c:3]1[c:4]([O:10][S:11](=[O:12])(=[O:13])[CH3:14])[cH:5][c:6]([CH3:9])[cH:7][cH:8]1.[c:20]1([P:21]([c:22]2[cH:23][cH:24][cH:25][cH:26][cH:27]2)[c:28]2[cH:29][cH:30][cH:31][cH:32][cH:33]2)[cH:34][cH:35][cH:36][cH:37][cH:38]1>>[CH2:2]([c:3]1[c:4]([O:10][S:11](=[O:12])(=[O:13])[CH3:14])[cH:5][c:6]([CH3:9])[cH:7][cH:8]1)[Br:15]. The reactants are FC1=C(C(C(=O)O)=C(C=C1F)F)C(=O)O (3,4,6-trifluorophthalic acid), C(C)(=O)OCC (ethyl acetate), FC=1C(=C(C(=C2C1C(=O)OC2=O)F)F)F (tetrafluorophthalic anhydride), [OH-].[Na+] (sodium hydroxide). The reagents and catalysts are [Zn] (zinc). The solvent is C=1(C(=CC=CC1)C)C (xylene), O (water), O (water). Reaction conditions: temperature 100 celsius, time 12 hour. Product: FC1=C2C(C(=O)OC2=O)=C(C=C1F)F (3,4,6-trifluorophthalic anhydride). Reaction SMILES: [F:1][C:2]1[C:3]([F:15])=[C:4](F)[C:5]([F:13])=[C:6]2[C:11](=[O:12])[O:10][C:8](=[O:9])[C:7]=12.[OH-].[Na+].C(OCC)(=O)C.FC1C(F)=CC(F)=C(C(O)=O)C=1C(O)=O>O.[Zn].C1(C)C(C)=CC=CC=1>[F:1][C:2]1[C:3]([F:15])=[CH:4][C:5]([F:13])=[C:6]2[C:11]([O:10][C:8](=[O:9])[C:7]=12)=[O:12] |f:1.2|. Procedure details: 5.5 g (25 mmol) of tetrafluorophthalic anhydride were added under nitrogen to a solution of 3.58 g (89.5 mmol) of sodium hydroxide in 30 g of water. The mixture was then heated at 100° C., and 6.54 g (0.1 mol) of zinc dust were added. The course of the reaction was monitored by GC(TLC), and the reaction was complete after 12 hours. 50 ml portions of water and ethyl acetate were added and the voluminous solids were filtered off with suction and washed four times with 50 ml portions of water. The ... Reactants: CC#N, Cl, O, c1ccc(C2=NCC(c3cccc(OCc4ccc5ccccc5n4)c3)O2)nc1. Product: O=C(NCC(O)c1cccc(OCc2ccc3ccccc3n2)c1)c1ccccn1. RXN SMILES: [CH3:32][C:33]#[N:34].[ClH:30].[OH2:31].[n:1]1[c:2]([CH2:11][O:12][c:13]2[cH:14][c:15]([CH:19]3[CH2:20][N:21]=[C:22]([c:24]4[n:25][cH:26][cH:27][cH:28][cH:29]4)[O:23]3)[cH:16][cH:17][cH:18]2)[cH:3][cH:4][c:5]2[cH:6][cH:7][cH:8][cH:9][c:10]12>>[n:1]1[c:2]([CH2:11][O:12][c:13]2[cH:14][c:15]([CH:19]([CH2:20][NH:21][C:22]([c:24]3[n:25][cH:26][cH:27][cH:28][cH:29]3)=[O:31])[OH:23])[cH:16][cH:17][cH:18]2)[cH:3][cH:4][c:5]2[cH:6][cH:7][cH:8][cH:9][c:10]12. The reactants are O=C(O)c1ccc(Br)cc1Cl, CN(C)C=O, C1CCOC1, O=C1CCC(=O)N1O. Yields the product O=C(ON1C(=O)CCC1=O)c1ccc(Br)cc1Cl. As a reaction SMILES: [Br:1][c:2]1[cH:3][c:4]([Cl:11])[c:5]([C:6](=[O:7])[OH:8])[cH:9][cH:10]1.[CH3:20][N:21]([CH3:22])[CH:23]=[O:24].[O:25]1[CH2:26][CH2:27][CH2:28][CH2:29]1.[OH:12][N:13]1[C:14](=[O:19])[CH2:15][CH2:16][C:17]1=[O:18]>>[Br:1][c:2]1[cH:3][c:4]([Cl:11])[c:5]([C:6](=[O:7])[O:8][N:13]2[C:14](=[O:19])[CH2:15][CH2:16][C:17]2=[O:18])[cH:9][cH:10]1. The reactants are [Cl-].[Al+3].[Cl-].[Cl-] (aluminum chloride), C(C)(C)(C)OC(=O)N[C@H]1CN(CCC1)C1=C(C=2N(C(N(C(C2N1CC1=C(C=CC(=C1)F)Cl)=O)CC1=CC=C(C=C1)OC)=O)C)C(=O)OC (methyl 6-{(3R)-3-[(tert-butoxycarbonyl)amino]piperidin-1-yl}-5-(2-chloro-5-fluorobenzyl)-3-(4-methoxybenzyl)-1-methyl-2,4-dioxo-2,3,4,5-tetrahydro-1H-pyrrolo[3,2-d]pyrimidine-7-carboxylate), Cl (hydrochloric acid). Yields the product C(C)(C)(C)OC(=O)N[C@H]1CN(CCC1)C1=C(C=2N(C(NC(C2N1CC1=C(C=CC(=C1)F)Cl)=O)=O)C)C(=O)OC (Methyl 6-{(3R)-3-[(tert-butoxycarbonyl)amino]piperidin-1-yl}-5-(2-chloro-5-fluorobenzyl)-1-methyl-2,4-dioxo-2,3,4,5-tetrahydro-1H-pyrrolo[3,2-d]pyrimidine-7-carboxylate). RXN SMILES: [Cl-].[Al+3].[Cl-].[Cl-].[C:5]([O:9][C:10]([NH:12][C@@H:13]1[CH2:18][CH2:17][CH2:16][N:15]([C:19]2[N:27]([CH2:28][C:29]3[CH:34]=[C:33]([F:35])[CH:32]=[CH:31][C:30]=3[Cl:36])[C:26]3[C:25](=[O:37])[N:24](CC4C=CC(OC)=CC=4)[C:23](=[O:47])[N:22]([CH3:48])[C:21]=3[C:20]=2[C:49]([O:51][CH3:52])=[O:50])[CH2:14]1)=[O:11])([CH3:8])([CH3:7])[CH3:6].Cl>C1(OC)C=CC=CC=1>[C:5]([O:9][C:10]([NH:12][C@@H:13]1[CH2:18][CH2:17][CH2:16][N:15]([C:19]2[N:27]([CH2:28][C:29]3[CH:34]=[C:33]([F:35])[CH:32]=[CH:31][C:30]=3[Cl:36])[C:26]3[C:25](=[O:37])[NH:24][C:23](=[O:47])[N:22]([CH3:48])[C:21]=3[C:20]=2[C:49]([O:51][CH3:52])=[O:50])[CH2:14]1)=[O:11])([CH3:8])([CH3:7])[CH3:6] |f:0.1.2.3|. Procedure: Under a nitrogen atmosphere, a solution of aluminum chloride (395 mg) in anisole (1.5 ml) was added to methyl 6-{(3R)-3-[(tert-butoxycarbonyl)amino]piperidin-1-yl}-5-(2-chloro-5-fluorobenzyl)-3-(4-methoxybenzyl)-1-methyl-2,4-dioxo-2,3,4,5-tetrahydro-1H-pyrrolo[3,2-d]pyrimidine-7-carboxylate (260 mg), and the resulting mixture was stirred at 65° C. for 4 hours. After the reaction solution was cooled to 25° C., 1N hydrochloric acid was added thereto and the aqueous layer was washed with ethyl acet... Reaction conditions: temperature 65 celsius, time 4 hour. Yield: 56.5%. Run in C1(=CC=CC=C1)OC (anisole). Starting materials: CC(=O)C (acetone), [Ni] (nickel), [Ni] (nickel), C(C)C(C(=O)O)CCCC (2-ethylhexanoic acid), mineral spirits, O (water). Reagents/catalysts: [Cl-].C(C)[N+](CC)(CC)CC (tetraethylammonium chloride). Yields the product CCCCCCCC(=O)[O-].CCCCCCCC(=O)[O-].[Ni+2] (nickel octoate). Reaction SMILES: C([CH:3]([CH2:7][CH2:8][CH2:9][CH3:10])[C:4]([OH:6])=[O:5])C.O.[Ni:12].[CH3:13][C:14](C)=O>[Cl-].C([N+](CC)(CC)CC)C>[CH3:13][CH2:14][CH2:10][CH2:9][CH2:8][CH2:7][CH2:3][C:4]([O-:6])=[O:5].[CH3:13][CH2:14][CH2:10][CH2:9][CH2:8][CH2:7][CH2:3][C:4]([O-:6])=[O:5].[Ni+2:12] |f:4.5,6.7.8|. Procedure details: To a reaction flask equipped with a mechanical stirrer and thermometer was charged 10.0 g (0,069 mole) of 2-ethylhexanoic acid, 10.0 g mineral spirits, 80.0 g water and 0.45 g of tetraethylammonium chloride. The electrical connections were then made and 11,416 coulombs of direct current were passed. 3.30 g (0,056 mole) of nickel was consumed. After removal of the aqueous layer, a greenish semi-solid was obtained. This material was tertiurated with acetone and gave a green solid containing 7.30% ... Starting materials: COc1ccc2c(c1)C(=O)N(C)CCC2, CC#N, O=C(OC(=O)C(F)(F)F)C(F)(F)F, [K+], O=[N+]([O-])[O-], O. Product: COc1cc2c(cc1[N+](=O)[O-])CCCN(C)C2=O. RXN SMILES: [CH3:1][O:2][c:3]1[cH:4][cH:5][c:6]2[c:7]([cH:15]1)[C:8](=[O:14])[N:9]([CH3:13])[CH2:10][CH2:11][CH2:12]2.[CH3:21][C:22]#[N:23].[F:24][C:25]([F:26])([F:27])[C:28]([O:29][C:30](=[O:31])[C:32]([F:33])([F:34])[F:35])=[O:36].[K+:16].[O-:17][N+:18]([O-:19])=[O:20].[OH2:37]>>[CH3:1][O:2][c:3]1[c:4]([N+:18](=[O:17])[O-:19])[cH:5][c:6]2[c:7]([cH:15]1)[C:8](=[O:14])[N:9]([CH3:13])[CH2:10][CH2:11][CH2:12]2.